From a dataset of the Open Reaction Database (ORD), a public repository of structured organic reaction records. describe an organic reaction: reactants, conditions, products, and yield Starting materials: O=C(OC(Cl)(Cl)Cl)OC(Cl)(Cl)Cl, FC(F)(F)c1cccc(CN2CCNCC2)c1, C1CCOC1, c1ccncc1. Yields the product O=C(Cl)N1CCN(Cc2cccc(C(F)(F)F)c2)CC1. As a reaction SMILES: [Cl:1][C:2]([Cl:3])([O:4][C:5](=[O:6])[O:7][C:8]([Cl:9])([Cl:10])[Cl:11])[Cl:12].[F:19][C:20]([c:21]1[cH:22][c:23]([CH2:24][N:25]2[CH2:26][CH2:27][NH:28][CH2:29][CH2:30]2)[cH:31][cH:32][cH:33]1)([F:34])[F:35].[O:36]1[CH2:37][CH2:38][CH2:39][CH2:40]1.[cH:13]1[cH:14][cH:15][n:16][cH:17][cH:18]1>>[Cl:1][C:2](=[O:4])[N:28]1[CH2:27][CH2:26][N:25]([CH2:24][c:23]2[cH:22][c:21]([C:20]([F:19])([F:34])[F:35])[cH:33][cH:32][cH:31]2)[CH2:30][CH2:29]1.